Dataset: the Open Reaction Database (ORD), a public repository of structured organic reaction records. Task: describe an organic reaction: reactants, conditions, products, and yield The reactants are NC1=NC=CC(=C1O)F (2-amino-4-fluoropyridin-3-ol), BrCC1=C(C=CC=C1F)F (2-(bromomethyl)-1,3-difluorobenzene), C([O-])([O-])=O.[Cs+].[Cs+] (caesium carbonate). The solvent is CN(C)C=O (DMF). Run at temperature 50 celsius. Product: FC1=C(COC=2C(=NC=CC2F)N)C(=CC=C1)F (3-[(2,6-Difluorobenzyl)oxy]-4-fluoropyridine-2-amine). RXN SMILES: [NH2:1][C:2]1[C:7]([OH:8])=[C:6]([F:9])[CH:5]=[CH:4][N:3]=1.Br[CH2:11][C:12]1[C:17]([F:18])=[CH:16][CH:15]=[CH:14][C:13]=1[F:19].C(=O)([O-])[O-].[Cs+].[Cs+]>CN(C=O)C>[F:18][C:17]1[CH:16]=[CH:15][CH:14]=[C:13]([F:19])[C:12]=1[CH2:11][O:8][C:7]1[C:2]([NH2:1])=[N:3][CH:4]=[CH:5][C:6]=1[F:9] |f:2.3.4|. Procedure details: 55 mg (0.43 mmol) of 2-amino-4-fluoropyridin-3-ol Example 109A, 98 mg (0.47 mmol) of 2-(bromomethyl)-1,3-difluorobenzene and 308 mg (0.95 mmol) of caesium carbonate were initially charged in 1 ml of dry DMF and heated in an oil bath warmed to 50° C. for 15 min. The mixture was then filtered off and purified by preparative HPLC (Method 9). This gave 70 mg of the title compound (64% of theory). RXN SMILES: [Cl:1][C:2]([O:4][CH2:5][CH3:6])=[O:3].Cl.Cl.[CH3:9][C:10]1[CH:15]=[C:14]([NH2:16])[CH:13]=[CH:12][C:11]=1[NH:17][C:18]1[CH2:23][CH2:22][CH2:21][CH2:20][N:19]=1>>[ClH:1].[CH3:9][C:10]1[CH:15]=[C:14]([NH:16][C:2]([O:4][CH2:5][CH3:6])=[O:3])[CH:13]=[CH:12][C:11]=1[NH:17][C:18]1[CH2:23][CH2:22][CH2:21][CH2:20][N:19]=1 |f:1.2.3,4.5|. Reported procedure: The title compound was prepared by the method of Example 21 using 30.5 mmole of ethyl chloroformate and 1.0 g (3.6 mmole) of the product compound of Example 14. Structure assignment was supported by the nmr spectrum and by elemental analysis. The reactants are ClC(=O)OCC (ethyl chloroformate), product, Cl.Cl.CC1=C(C=CC(=C1)N)NC1=NCCCC1 (2-[(2-Methyl-4-aminophenyl)amino]azacyclohex-1-ene, dihydrochloride). Product: Cl.CC1=C(C=CC(=C1)NC(=O)OCC)NC1=NCCCC1 (2-[(2-Methyl-4-(ethoxycarbonylamino)phenyl)-amino]azacyclohex-1-ene, hydrochloride). Reactants: CCOC(=O)c1cn[nH]c1, CI, [H-], [Na+], C1CCOC1. Yields the product CCOC(=O)c1cnn(C)c1. RXN SMILES: [CH2:3]([CH3:4])[O:5][C:6](=[O:7])[c:8]1[cH:9][n:10][nH:11][cH:12]1.[CH3:13][I:14].[H-:1].[Na+:2].[O:15]1[CH2:16][CH2:17][CH2:18][CH2:19]1>>[CH2:3]([CH3:4])[O:5][C:6](=[O:7])[c:8]1[cH:9][n:10][n:11]([CH3:13])[cH:12]1. Reaction SMILES: [Cl:1][C:2]1[CH:11]=[C:10]2[C:5]([CH:6]=[CH:7]O[C:9]2=[O:12])=[CH:4][CH:3]=1.[NH2:13][C@@H:14]([CH2:22][CH3:23])[C:15]([O:17][C:18]([CH3:21])([CH3:20])[CH3:19])=[O:16]>>[C:18]([O:17][C:15](=[O:16])[C@@H:14]([N:13]1[CH:7]([NH:13][CH:14]([C:15]([O:17][C:18]([CH3:19])([CH3:21])[CH3:20])=[O:16])[CH2:22][CH3:23])[CH2:6][C:5]2[C:10](=[CH:11][C:2]([Cl:1])=[CH:3][CH:4]=2)[C:9]1=[O:12])[CH2:22][CH3:23])([CH3:19])([CH3:21])[CH3:20]. Yields the product C(C)(C)(C)OC([C@H](CC)N1C(C2=CC(=CC=C2CC1NC(CC)C(=O)OC(C)(C)C)Cl)=O)=O ((S)-2-[3-(1-tertButoxycarbonyl-propylamino)-7-chloro-1-oxo-3,4-dihydro-1H-isoquinolin-2-yl]-butyric acid tert-butyl ester). Yield: 64.2%. Procedure details: A mixture of 7-chloro-isochromen-1-one (10 g) and (S)-2-aminobutyric acid, tert butyl ester (22 g) were heated at 85° C. for 24 hours. The mixture was then cooled and purified by flash chromatography (5-25% ethyl acetate/hexane) to afford the sub-title compound as a yellow oil (17.1 g, 64%). 1H NMR (400 MHz, CDCl3) δ 0.68-1.32 (6H, m), 1.50 (21H, m), 1.92 (1H, m), 2.15 (1H, m), 2.82-3.40 (3H, m), 4.41 (1H, m), 4.68 (1H, m), 7.11 (1H, m), 7.35-7.52 (1H, m), 8.05 (1H, m) ppm. The reactants are ClC1=CC=C2C=COC(C2=C1)=O (7-chloro-isochromen-1-one), N[C@H](C(=O)OC(C)(C)C)CC ((S)-2-aminobutyric acid, tert butyl ester). Reaction conditions: temperature 85 celsius.